This data is from the Open Reaction Database (ORD), a public repository of structured organic reaction records. The task is: describe an organic reaction: reactants, conditions, products, and yield Reactants: C(C1=CC=CC=C1)OC=1C=C(C=CC1)C1=CN(C=2N=CN=C(C21)N)C2=CC(=CC=C2)OCCCN2C=NC=C2 (5-(3-benzyloxyphenyl)-7-[3-(3-(1-imidazolyl)propoxy)phenyl]-4-aminopyrrolo[2,3-d]-pyrimidine), [H][H] (hydrogen). Reagents/catalysts: [Pd] (palladium/carbon). Run in CO (methanol). Yields the product OC=1C=C(C=CC1)C1=CN(C=2N=CN=C(C21)N)C2=CC(=CC=C2)OCCCN2C=NC=C2 (5-(3-Hydroxyphenyl)-7-[3-(3-(1-imidazolyl)propoxy)phenyl]-4-aminopyrrolo[2,3-d]pyrimidine). Reaction SMILES: C([O:8][C:9]1[CH:10]=[C:11]([C:15]2[C:23]3[C:22]([NH2:24])=[N:21][CH:20]=[N:19][C:18]=3[N:17]([C:25]3[CH:30]=[CH:29][CH:28]=[C:27]([O:31][CH2:32][CH2:33][CH2:34][N:35]4[CH:39]=[CH:38][N:37]=[CH:36]4)[CH:26]=3)[CH:16]=2)[CH:12]=[CH:13][CH:14]=1)C1C=CC=CC=1.[H][H]>CO.[Pd]>[OH:8][C:9]1[CH:10]=[C:11]([C:15]2[C:23]3[C:22]([NH2:24])=[N:21][CH:20]=[N:19][C:18]=3[N:17]([C:25]3[CH:30]=[CH:29][CH:28]=[C:27]([O:31][CH2:32][CH2:33][CH2:34][N:35]4[CH:39]=[CH:38][N:37]=[CH:36]4)[CH:26]=3)[CH:16]=2)[CH:12]=[CH:13][CH:14]=1. Procedure: 1.35 g of 5-(3-benzyloxyphenyl)-7-[3-(3-(1-imidazolyl)propoxy)phenyl]-4-aminopyrrolo[2,3-d]-pyrimidine are hydrogenated in a hydrogen atmosphere at normal pressure and about 40° C. for 16 h in 30 ml of methanol in the presence of 0.3 g of 5% palladium/carbon. After filtration through Celite, the solvent is stripped off and the residue is slurried in ether, filtered, slurried again in EA, filtered and dried. 5-(3-Hydroxyphenyl)-7-[3-(3-(1-imidazolyl)propoxy)phenyl]-4-aminopyrrolo[2,3-d]pyrimidine...